This data is from the Open Reaction Database (ORD), a public repository of structured organic reaction records. The task is: describe an organic reaction: reactants, conditions, products, and yield Reactants: ClCC1=CC2=C(S1)C=CC(=C2)[N+](=O)[O-] (2-Chloromethyl-5-nitrobenzo[b]thiophene), CNCCC1=CC=C(C=C1)[N+](=O)[O-] (N-methyl-4-nitrophenethylamine), C([O-])([O-])=O.[K+].[K+] (potassium carbonate). The solvent is C(C)#N (acetonitrile). Run at time 20 hour. Yields the product CN(CC1=CC2=C(S1)C=CC(=C2)[N+](=O)[O-])CCC2=CC=C(C=C2)[N+](=O)[O-] (N-Methyl-N-[5-nitro-2-benzo[b]thienylmethyl]-4nitrophenethylamine). As a reaction SMILES: Cl[CH2:2][C:3]1[S:7][C:6]2[CH:8]=[CH:9][C:10]([N+:12]([O-:14])=[O:13])=[CH:11][C:5]=2[CH:4]=1.[CH3:15][NH:16][CH2:17][CH2:18][C:19]1[CH:24]=[CH:23][C:22]([N+:25]([O-:27])=[O:26])=[CH:21][CH:20]=1.C(=O)([O-])[O-].[K+].[K+]>C(#N)C>[CH3:15][N:16]([CH2:17][CH2:18][C:19]1[CH:24]=[CH:23][C:22]([N+:25]([O-:27])=[O:26])=[CH:21][CH:20]=1)[CH2:2][C:3]1[S:7][C:6]2[CH:8]=[CH:9][C:10]([N+:12]([O-:14])=[O:13])=[CH:11][C:5]=2[CH:4]=1 |f:2.3.4|. Procedure: A mixture of the product of part (A) above (3.20 g), N-methyl-4-nitrophenethylamine (2.52 g), anhydrous potassium carbonate (4.0 g) and acetonitrile (40 ml) was heated under reflux with stirring for 20 hours and then cooled and filtered. The residue was washed with acetonitrile, and the combined filtrate and washings were evaporated to give an oil which was chromarographed on silica gel. Elution with dichloromethane first gave impurity followed by pure product. The Product-containing fractions w... Starting materials: CCN=C=NCCCN(C)C (WSC), ClC=1C=C2C=CC(=CC2=CC1)S(=O)(=O)C[C@H](C(=O)O)O ((2S)-3-[(6-Chloronaphthalen-2-yl)sulfony]-2-hydroxypropionic acid), N1CCC(CC1)N1C(NCCC1)=O (1-(piperidin-4-yl)tetrahydropyrimidin-2(1H)-one), C=1C=CC2=C(C1)N=NN2O (HOBt). Run in CN(C)C=O (DMF). Reaction conditions: time 15 hour. The product is ClC=1C=C2C=CC(=CC2=CC1)S(=O)(=O)C[C@H](C(=O)N1CCC(CC1)N1C(NCCC1)=O)O (1-(1-{(2S)-3-[(6-Chloronaphthalen-2-yl)sulfonyl]-2-hydroxypropanoyl}piperidin-4-yl)tetrahydropyrimidin-2(1H)-one). Reaction SMILES: [Cl:1][C:2]1[CH:3]=[C:4]2[C:9](=[CH:10][CH:11]=1)[CH:8]=[C:7]([S:12]([CH2:15][C@@H:16]([OH:20])[C:17]([OH:19])=O)(=[O:14])=[O:13])[CH:6]=[CH:5]2.[NH:21]1[CH2:26][CH2:25][CH:24]([N:27]2[CH2:32][CH2:31][CH2:30][NH:29][C:28]2=[O:33])[CH2:23][CH2:22]1.C1C=CC2N(O)N=NC=2C=1.CCN=C=NCCCN(C)C>CN(C=O)C>[Cl:1][C:2]1[CH:3]=[C:4]2[C:9](=[CH:10][CH:11]=1)[CH:8]=[C:7]([S:12]([CH2:15][C@@H:16]([OH:20])[C:17]([N:21]1[CH2:26][CH2:25][CH:24]([N:27]3[CH2:32][CH2:31][CH2:30][NH:29][C:28]3=[O:33])[CH2:23][CH2:22]1)=[O:19])(=[O:13])=[O:14])[CH:6]=[CH:5]2. Procedure details: (2S)-3-[(6-Chloronaphthalen-2-yl)sulfony]-2-hydroxypropionic acid, 1-(piperidin-4-yl)tetrahydropyrimidin-2(1H)-one, and HOBt (23.0 g) were dissolved in DMF, WSC was added thereto, and the mixture was stirred at room temperature for 15 hours. The reaction mixture was concentrated under reduced pressure, diluted with an aqueous sodium bicarbonate solution, and extracted with dichloromethane. The extract was washed with an aqueous 5% citric acid solution and saturated saline solution, and dried ove... Reactants: CCOC(=O)CO, [H-], [Na+], Clc1cc(Cl)nc(N2CCOCC2)n1, C1CCOC1. Product: CCOC(=O)COc1cc(Cl)nc(N2CCOCC2)n1. RXN SMILES: [C:15]([CH2:16][OH:17])(=[O:18])[O:19][CH2:20][CH3:21].[H-:22].[Na+:23].[O:1]1[CH2:2][CH2:3][N:4]([c:7]2[n:8][c:9]([Cl:14])[cH:10][c:11]([Cl:13])[n:12]2)[CH2:5][CH2:6]1.[O:24]1[CH2:25][CH2:26][CH2:27][CH2:28]1>>[O:1]1[CH2:2][CH2:3][N:4]([c:7]2[n:8][c:9]([Cl:14])[cH:10][c:11]([O:17][CH2:16][C:15](=[O:18])[O:19][CH2:20][CH3:21])[n:12]2)[CH2:5][CH2:6]1. Reactants: CCOCc1nc2c(N)nc(C)cc2n1CCCCN, O=C=NC1CC1c1ccccc1. Yields the product CCOCc1nc2c(N)nc(C)cc2n1CCCCNC(=O)NC1CC1c1ccccc1. RXN SMILES: [NH2:13][CH2:14][CH2:15][CH2:16][CH2:17][n:18]1[c:19]([CH2:29][O:30][CH2:31][CH3:32])[n:20][c:21]2[c:22]([NH2:28])[n:23][c:24]([CH3:27])[cH:25][c:26]12.[c:1]1([CH:7]2[CH:8]([N:10]=[C:11]=[O:12])[CH2:9]2)[cH:2][cH:3][cH:4][cH:5][cH:6]1>>[c:1]1([CH:7]2[CH:8]([NH:10][C:11](=[O:12])[NH:13][CH2:14][CH2:15][CH2:16][CH2:17][n:18]3[c:19]([CH2:29][O:30][CH2:31][CH3:32])[n:20][c:21]4[c:22]([NH2:28])[n:23][c:24]([CH3:27])[cH:25][c:26]34)[CH2:9]2)[cH:2][cH:3][cH:4][cH:5][cH:6]1. Starting materials: NCCC[Si](OCC)(OCC)OCC (3-aminopropyltriethoxysilane), N(N)C(=O)OC (methyl hydrazinocarboxylate). The solvent is CO.C(C)O (methanol ethanol). Conditions: time 2 hour. The product is C(C)O[Si](CCCNC(NN)=O)(OCC)OCC (4-(3-Triethoxysilylpropyl)Semicarbazide). Reaction SMILES: [NH2:1][CH2:2][CH2:3][CH2:4][Si:5]([O:12][CH2:13][CH3:14])([O:9][CH2:10][CH3:11])[O:6][CH2:7][CH3:8].[NH:15]([C:17](OC)=[O:18])[NH2:16]>CO.C(O)C>[CH2:10]([O:9][Si:5]([O:12][CH2:13][CH3:14])([O:6][CH2:7][CH3:8])[CH2:4][CH2:3][CH2:2][NH:1][C:17](=[O:18])[NH:15][NH2:16])[CH3:11] |f:2.3|. Procedure details: A mixture of 44.2 g (0.20 mole) 3-aminopropyltriethoxysilane and 18.0 g (0.20 mole) methyl hydrazinocarboxylate under nitrogen was gradually heated to 150° C. with a slow distillation of the evolved methanol/ethanol from the reaction. After 2 hours at 150° C., 9.1 g. of distillate had been collected, and the reaction mass was cooled to ambient. The pale yellow oil was decanted from the small amount of white solid; yield 51 g (91%). IR (neat) 3320, 1640 (br), 1540 (br), 1070 (br), 940, 790 cm-1. ... The reactants are O (water), C1=C(C=CC2=CC=CC=C12)C1CC2CCC(C1)N2C(=O)OCC (3-(naphth-2-yl)-8-ethoxycarbonyl-8-azabicyclo[3.2.1]octane), O.NN (hydrazine hydrate), [OH-].[K+] (potassium hydroxide). The solvent is C(CO)O (ethylene glycol). Product: C(C(=O)O)(=O)O.C1=C(C=CC2=CC=CC=C12)C1CC2CCC(C1)N2 (3-(naphth-2-yl)-8-azabicyclo[3.2.1]octane oxalate). RXN SMILES: [CH:1]1[C:10]2[C:5](=[CH:6][CH:7]=[CH:8][CH:9]=2)[CH:4]=[CH:3][C:2]=1[CH:11]1[CH2:17][CH:16]2[N:18](C([O:21][CH2:22][CH3:23])=O)[CH:13]([CH2:14][CH2:15]2)[CH2:12]1.[OH2:24].NN.[OH-:27].[K+].[OH2:29]>C(O)CO>[C:22]([OH:21])(=[O:29])[C:23]([OH:27])=[O:24].[CH:1]1[C:10]2[C:5](=[CH:6][CH:7]=[CH:8][CH:9]=2)[CH:4]=[CH:3][C:2]=1[CH:11]1[CH2:17][CH:16]2[NH:18][CH:13]([CH2:14][CH2:15]2)[CH2:12]1 |f:1.2,3.4,7.8|. Procedure details: A mixture of 2.64 gm (8.53 mMol) 3-(naphth-2-yl)-8-ethoxycarbonyl-8-azabicyclo[3.2.1]octane, 2.14 gm (42.7 mMol) hydrazine hydrate, and 2.87 gm (51.2 mMol) potassium hydroxide in 70 mL ethylene glycol was heated at reflux for 2 hours. The reaction mixture was allowed to cool gradually to room temperature, poured into water and extracted well with diethyl ether. The organic phase was dried over sodium sulfate and concentrated under reduced pressure. The residue was treated with oxalic acid to pro... The reactants are ClCCl.C(C)O (dichloromethane ethanol), N1=C(C=CC=C1)N(C(=O)C1=CC2=C(N(C(=N2)CNC2=CC=C(C=C2)C#N)C)C=C1)CCC(=O)NS(=O)(=O)C (1-methyl-2-[N-(4-cyanophenyl)aminomethyl]benzimidazol-5-yl-carboxylic acid-N-(2-pyridyl)-N-[2-(methanesulfonylaminocarbonyl)ethyl]amide), NO (hydroxylamine), C26H28N8O5S. Run in C(C)(=O)O (acetic acid). The product is N1=C(C=CC=C1)N(C(=O)C1=CC2=C(N(C(=N2)CNC2=CC=C(C=C2)C(NO)=N)C)C=C1)CCC(=O)NS(=O)(=O)C (1-Methyl-2-[N-[4-(N-hydroxylamidino)phenyl]aminomethyl]benzimidazol-5-yl-carboxylic acid-N-(2-pyridyl)-N-[2-(methanesulfonylaminocarbonyl)ethyl]amide). The yield is 27.0%. As a reaction SMILES: [N:1]1[CH:6]=[CH:5][CH:4]=[CH:3][C:2]=1[N:7]([CH2:30][CH2:31][C:32]([NH:34][S:35]([CH3:38])(=[O:37])=[O:36])=[O:33])[C:8]([C:10]1[CH:29]=[CH:28][C:13]2[N:14]([CH3:27])[C:15]([CH2:17][NH:18][C:19]3[CH:24]=[CH:23][C:22]([C:25]#[N:26])=[CH:21][CH:20]=3)=[N:16][C:12]=2[CH:11]=1)=[O:9].[NH2:39][OH:40].ClCCl.C(O)C>C(O)(=O)C>[N:1]1[CH:6]=[CH:5][CH:4]=[CH:3][C:2]=1[N:7]([CH2:30][CH2:31][C:32]([NH:34][S:35]([CH3:38])(=[O:36])=[O:37])=[O:33])[C:8]([C:10]1[CH:29]=[CH:28][C:13]2[N:14]([CH3:27])[C:15]([CH2:17][NH:18][C:19]3[CH:20]=[CH:21][C:22]([C:25](=[NH:26])[NH:39][OH:40])=[CH:23][CH:24]=3)=[N:16][C:12]=2[CH:11]=1)=[O:9] |f:2.3|. Reported procedure: Prepared analogously to Example 96 from 1-methyl-2-[N-(4-cyanophenyl)aminomethyl]benzimidazol-5-yl-carboxylic acid-N-(2-pyridyl)-N-[2-(methanesulfonylaminocarbonyl)ethyl]amide and hydroxylamine. Yield: 27% of theory, C26H28N8O5S (564.6); Rf value: 0.75 (silica gel; dichloromethane/ethanol=7:3+1% glacial acetic acid); EKA mass spectrum: (M+H)+=565; (M+Na)+=587. Starting materials: CCOCCn1c(Cl)nc2ccccc21, ClCCl, [Cu], CC(C)(C)OC(=O)N1CCC(N)CC1Cc1ccccc1. The product is CCOCCn1c(NC2CCN(C(=O)OC(C)(C)C)C(Cc3ccccc3)C2)nc2ccccc21. Reaction SMILES: [CH2:22]([CH3:23])[O:24][CH2:25][CH2:26][n:27]1[c:28]([Cl:36])[n:29][c:30]2[c:31]1[cH:32][cH:33][cH:34][cH:35]2.[Cl:37][CH2:38][Cl:39].[Cu:40].[NH2:1][CH:2]1[CH2:3][CH:4]([CH2:15][c:16]2[cH:17][cH:18][cH:19][cH:20][cH:21]2)[N:5]([C:8](=[O:9])[O:10][C:11]([CH3:12])([CH3:13])[CH3:14])[CH2:6][CH2:7]1>>[NH:1]([CH:2]1[CH2:3][CH:4]([CH2:15][c:16]2[cH:17][cH:18][cH:19][cH:20][cH:21]2)[N:5]([C:8](=[O:9])[O:10][C:11]([CH3:12])([CH3:13])[CH3:14])[CH2:6][CH2:7]1)[c:28]1[n:27]([CH2:26][CH2:25][O:24][CH2:22][CH3:23])[c:31]2[c:30]([n:29]1)[cH:35][cH:34][cH:33][cH:32]2.